From a dataset of the Open Reaction Database (ORD), a public repository of structured organic reaction records. describe an organic reaction: reactants, conditions, products, and yield Reaction conditions: time 16 hour. Product: ClC1=CC(=NC(=C1)C1=CC=C(C=C1)C(F)(F)F)C=1SC=CN1 (2-(4-chloro-6-(4-(trifluoromethyl)phenyl)pyridin-2-yl)thiazole). Reaction SMILES: [Cl:1][C:2]1[CH:7]=[C:6](Cl)[N:5]=[C:4]([C:9]2[S:10][CH:11]=[CH:12][N:13]=2)[CH:3]=1.CC1(C)C(C)(C)OB([C:22]2[CH:27]=[CH:26][C:25]([C:28]([F:31])([F:30])[F:29])=[CH:24][CH:23]=2)O1.[O-]P([O-])([O-])=O.[K+].[K+].[K+].C1COCC1>CO.C1C=CC(P(C2C=CC=CC=2)[C-]2C=CC=C2)=CC=1.C1C=CC(P(C2C=CC=CC=2)[C-]2C=CC=C2)=CC=1.Cl[Pd]Cl.[Fe+2].CCOC(C)=O.O>[Cl:1][C:2]1[CH:7]=[C:6]([C:22]2[CH:27]=[CH:26][C:25]([C:28]([F:31])([F:30])[F:29])=[CH:24][CH:23]=2)[N:5]=[C:4]([C:9]2[S:10][CH:11]=[CH:12][N:13]=2)[CH:3]=1 |f:2.3.4.5,8.9.10.11|. The reagents and catalysts are C1=CC=C(C=C1)P([C-]2C=CC=C2)C3=CC=CC=C3.C1=CC=C(C=C1)P([C-]2C=CC=C2)C3=CC=CC=C3.Cl[Pd]Cl.[Fe+2] (Pd(dppf)Cl2). Solvent: hexanes, CCOC(=O)C (EtOAc), CO (MeOH), O (water). Yield: 61.4%. Procedure details: To a 2 dram vial equipped with a stir bar was added 2-(4,6-dichloropyridin-2-yl)thiazole (50 mg, 0.22 mmol), 4,4,5,5-tetramethyl-2-(4-(trifluoromethyl)phenyl)-1,3,2-dioxaborolane (59 mg, 0.22 mmol), Pd(dppf)Cl2 (8 mg, 11 μmol) and K3PO4 (344 mg, 1.62 mmol). The vial was capped with a septum screwcap and then placed under N2 atmosphere. To the vial was added THF (1 mL) and water (0.5 mL). The mixture was placed in a 60° C. heating block with stirring for 16 h. The reaction mixture was cooled to r... Starting materials: ClC1=CC(=NC(=C1)Cl)C=1SC=CN1 (2-(4,6-dichloropyridin-2-yl)thiazole), CC1(OB(OC1(C)C)C1=CC=C(C=C1)C(F)(F)F)C (4,4,5,5-tetramethyl-2-(4-(trifluoromethyl)phenyl)-1,3,2-dioxaborolane), [O-]P(=O)([O-])[O-].[K+].[K+].[K+] (K3PO4), C1CCOC1 (THF). Reactants: CC1=NC2=CC=CN=C2C(=C1)OS(=O)(=O)C(F)(F)F (Trifluoromethane Sulfonic Acid 2-Methyl-[1,5]naphthyridin-4-yl Ester), Cl.C(CC)N (n-propylamine hydrochloride). Solvent: N1=CC=CC=C1 (pyridine). The product is NC1=CC(=NC2=CC=CN=C12)C (4-Amino-2-methyl-[1,5]-naphthyridine). Yield: 110.1%. RXN SMILES: [CH3:1][C:2]1[CH:11]=[C:10](OS(C(F)(F)F)(=O)=O)[C:9]2[C:4](=[CH:5][CH:6]=[CH:7][N:8]=2)[N:3]=1.Cl.C([NH2:24])CC>N1C=CC=CC=1>[NH2:24][C:10]1[C:9]2[C:4](=[CH:5][CH:6]=[CH:7][N:8]=2)[N:3]=[C:2]([CH3:1])[CH:11]=1 |f:1.2|. Procedure details: D1 (2.2 g) and n-propylamine hydrochloride (2.34 g) were combined in pyridine (75 ml) and the mixture refluxed for 8 h. Solvent was removed at reduced pressure, the residue dissolved in 2N sodium hydroxide and extracted with diethyl ether (×3) and DCM (×2). The combined organic phase was dried (Na2SO4) and solvent removed at reduced pressure. The residue was triturated with pentane to give the title compound (1.32 g) as a pale orange solid. 1H NMR (CDCl3) δ: 2.60 (3H, s), 5.44 (2H, bs), 6.66 (1H... Starting materials: ClC1=CC2=C(C(NS2)=O)C=C1 (6-chloro-benzo[d]isothiazol-3-one), C(CC)N=C=O (n-propyl isocyanate), IR(KBr). Product: C(CC)NC(=O)N1SC2=C(C1=O)C=CC(=C2)Cl (6-Chloro-3-oxo-3H-benzo[d]isothiazole-2-carboxylic acid propylamide). RXN SMILES: [Cl:1][C:2]1[CH:11]=[CH:10][C:5]2[C:6](=[O:9])[NH:7][S:8][C:4]=2[CH:3]=1.[CH2:12]([N:15]=[C:16]=[O:17])[CH2:13][CH3:14]>>[CH2:12]([NH:15][C:16]([N:7]1[C:6](=[O:9])[C:5]2[CH:10]=[CH:11][C:2]([Cl:1])=[CH:3][C:4]=2[S:8]1)=[O:17])[CH2:13][CH3:14]. Procedure details: Following the synthetic procedure of 6a as described in Example 1, compound 6u (96% yield) was synthesized from 6-chloro-benzo[d]isothiazol-3-one and n-propyl isocyanate as a white solid. IR(KBr) 3294, 1709, 1635, 1520 cm−1; 1H-NMR (CDCl3) δ1.00 (t, J=7.3 Hz, 3H), 1.61-1.71 (m, 2H), 3.38-3.44 (m, 2H), 7.38 (d, J=8.8 Hz, 1H), 7.58 (s, 1H), 7.93 (d, J=8.8 Hz, 1H), 8.79 (br s, 1H); ESIMS m/e 271 and 273 (M++1, 35Cl and 37Cl). Starting materials: CCO, O=Cc1ccccc1, O=C1CCOc2ccc(F)cc21. Yields the product O=C1C(=Cc2ccccc2)COc2ccc(F)cc21. Reaction SMILES: [CH3:21][CH2:22][OH:23].[CH:13](=[O:14])[c:15]1[cH:16][cH:17][cH:18][cH:19][cH:20]1.[F:1][c:2]1[cH:3][c:4]2[c:9]([cH:10][cH:11]1)[O:8][CH2:7][CH2:6][C:5]2=[O:12]>>[F:1][c:2]1[cH:3][c:4]2[c:9]([cH:10][cH:11]1)[O:8][CH2:7][C:6](=[CH:13][c:15]1[cH:16][cH:17][cH:18][cH:19][cH:20]1)[C:5]2=[O:12].